The task is: describe an organic reaction: reactants, conditions, products, and yield. This data is from the Open Reaction Database (ORD), a public repository of structured organic reaction records. The reactants are C[Si](C)(C)Br, O=C1N(c2ccccc2CO)CC1(F)F. The product is O=C1N(c2ccccc2CBr)CC1(F)F. RXN SMILES: [CH3:16][Si:17]([CH3:18])([CH3:19])[Br:20].[OH:1][CH2:2][c:3]1[c:4]([N:9]2[C:10](=[O:15])[C:11]([F:13])([F:14])[CH2:12]2)[cH:5][cH:6][cH:7][cH:8]1>>[CH2:2]([c:3]1[c:4]([N:9]2[C:10](=[O:15])[C:11]([F:13])([F:14])[CH2:12]2)[cH:5][cH:6][cH:7][cH:8]1)[Br:20].